This data is from the Open Reaction Database (ORD), a public repository of structured organic reaction records. The task is: describe an organic reaction: reactants, conditions, products, and yield Reported procedure: A bottom-removable four-necked flask having an inner volume of 1 L and equipped with a Dimroth condenser, a thermometer and a stirring blade was charged with 64.1 g of naphthalene (0.5 mol, produced by Kanto Chemical Co., Inc.), 150 g of an aqueous 40% by mass formalin solution (2 mol as formaldehyde, produced by Mitsubishi Gas Chemical Company, Inc.) and 79.7 g of 98% by mass sulfuric acid (produced by Kanto Chemical Co., Inc.) in a nitrogen stream, and the content of the flask was reacted whil... The product is C1(=CC=CC2=CC=CC=C12)C=O (naphthalene formaldehyde). Isolated yield 89.3%. Starting materials: C1=CC=CC2=CC=CC=C12 (naphthalene), C=O (formalin), S(O)(O)(=O)=O (sulfuric acid), C(C)C1=CC=CC=C1 (ethylbenzene). Reaction SMILES: [CH:1]1[C:10]2[C:5](=[CH:6][CH:7]=[CH:8][CH:9]=2)[CH:4]=[CH:3][CH:2]=1.[CH2:11]=[O:12].S(=O)(=O)(O)O.C(C1C=CC=CC=1)C>>[C:9]1([CH:11]=[O:12])[C:10]2[C:5](=[CH:4][CH:3]=[CH:2][CH:1]=2)[CH:6]=[CH:7][CH:8]=1. Reaction conditions: temperature 100 celsius. Conditions: temperature 60 celsius, time 2 hour. Reactants: ClC1=CC=C(OC)C=C1, OB(O)C1=CC=C(C(OCC)=O)C=C1. The product is O=C(C1=CC=C(C2=CC=C(OC)C=C2)C=C1)OCC. Procedure details: pre-ligate Ni(cod)2 and phosphine ligand in dioxane for 15 minutes in a separate plate Solvent: C1COCCO1 (dioxane), C1COCCO1 (dioxane), C1COCCO1 (dioxane), C1COCCO1 (dioxane). Isolated yield 0.0%. Reagents/catalysts: O (water), O=P([O-])([O-])[O-].[K+].[K+].[K+] (K3PO4), C1=C\CC/C=C\CC/1.C1=C\CC/C=C\CC/1.[Ni] (Ni(cod)2), CN(c1cccc(c1c1ccccc1P(C1CCCCC1)C1CCCCC1)N(C)C)C (CPhos). Reactants: C1CCOC1, COC(=O)c1cc(Cl)nc(Cl)n1, COc1ccc(CCN)cc1, CCN(C(C)C)C(C)C, O. Product: COC(=O)c1cc(NCCc2ccc(OC)cc2)nc(Cl)n1. RXN SMILES: [CH2:34]1[O:35][CH2:36][CH2:37][CH2:38]1.[CH3:1][O:2][C:3](=[O:4])[c:5]1[n:6][c:7]([Cl:12])[n:8][c:9]([Cl:11])[cH:10]1.[CH3:22][O:23][c:24]1[cH:25][cH:26][c:27]([CH2:30][CH2:31][NH2:32])[cH:28][cH:29]1.[CH:13]([N:14]([CH2:15][CH3:16])[CH:17]([CH3:18])[CH3:19])([CH3:20])[CH3:21].[OH2:33]>>[CH3:1][O:2][C:3](=[O:4])[c:5]1[n:6][c:7]([Cl:12])[n:8][c:9]([NH:32][CH2:31][CH2:30][c:27]2[cH:26][cH:25][c:24]([O:23][CH3:22])[cH:29][cH:28]2)[cH:10]1. Starting materials: C(C)N(C(C=C)=O)CC (N,N-diethyl acrylamide), CN(C(C=C)=O)C (N,N-dimethylacrylamide), N(=NC(C)(C)C=1NCCN1)C(C)(C)C=1NCCN1 (VA-061). Conditions: time 1.5 hour. Yields the product C(C)N(C(C=C)=O)CC.CN(C(C=C)=O)C (N,N-Diethyl Acrylamide N,N-Dimethylacrylamide). Reaction SMILES: [CH2:1]([N:3]([CH2:8][CH3:9])[C:4](=[O:7])[CH:5]=[CH2:6])[CH3:2].[CH3:10][N:11]([CH3:16])[C:12](=[O:15])[CH:13]=[CH2:14].N(C(C1NCCN=1)(C)C)=NC(C1NCCN=1)(C)C>>[CH2:1]([N:3]([CH2:8][CH3:9])[C:4](=[O:7])[CH:5]=[CH2:6])[CH3:2].[CH3:10][N:11]([CH3:16])[C:12](=[O:15])[CH:13]=[CH2:14] |f:3.4|. Reported procedure: In a 300 mL three-necked flask, N,N-diethyl acrylamide (DEAA, 19.22 g, 0.151 mol), N,N-dimethylacrylamide (DMA, 14.88 g, 0.150 mol), TAA (104.65 g) and a polymerization initiator VA-061 (Wako Pure Chemical Industries, Ltd., 0.0465 g, 0.186 mmol) were charged, and then equipped with a three-way stop-cock, a reflux condenser tube, a thermometer and a mechanical stirrer. The concentration of the monomer was 25% by weight. After degassing inside the three-necked flask using a vacuum pump and repeati... Starting materials: [BH3-]C#N, C1CCOC1, CC(C)=O, CO, CC(=O)O, COc1ccc(Cl)cc1S(=O)(=O)N1CC(N)C(=O)N2C(Cc3ccc(Cl)cc3)C(=O)N(C(C)C)CC21, [Na+]. Product: COc1ccc(Cl)cc1S(=O)(=O)N1CC(NC(C)C)C(=O)N2C(Cc3ccc(Cl)cc3)C(=O)N(C(C)C)CC21. Reaction SMILES: [C:41]([BH3-:42])#[N:43].[CH2:51]1[O:52][CH2:53][CH2:54][CH2:55]1.[CH3:37][C:38]([CH3:39])=[O:40].[CH3:45][OH:46].[CH3:47][C:48](=[O:49])[OH:50].[NH2:1][CH:2]1[CH2:3][N:4]([S:25](=[O:26])(=[O:27])[c:28]2[c:29]([O:35][CH3:36])[cH:30][cH:31][c:32]([Cl:34])[cH:33]2)[CH:5]2[N:6]([C:7]1=[O:8])[CH:9]([CH2:17][c:18]1[cH:19][cH:20][c:21]([Cl:24])[cH:22][cH:23]1)[C:10](=[O:16])[N:11]([CH:13]([CH3:14])[CH3:15])[CH2:12]2.[Na+:44]>>[NH:1]([CH:2]1[CH2:3][N:4]([S:25](=[O:26])(=[O:27])[c:28]2[c:29]([O:35][CH3:36])[cH:30][cH:31][c:32]([Cl:34])[cH:33]2)[CH:5]2[N:6]([C:7]1=[O:8])[CH:9]([CH2:17][c:18]1[cH:19][cH:20][c:21]([Cl:24])[cH:22][cH:23]1)[C:10](=[O:16])[N:11]([CH:13]([CH3:14])[CH3:15])[CH2:12]2)[CH:38]([CH3:37])[CH3:39]. Reactants: CN1C(N(CC1)C)(Cl)Cl (1,3-dimethyl-2,2-dichloroimidazolidine), COS(=O)(=O)[O-].[Na+] (sodium methylsulfate). Solvent: C(C)#N (acetonitrile). Run at time 5 hour. The product is COS(=O)(=O)[O-].C[NH+]1C(N(CC1)C)Cl (1,3-dimethyl-2-chloroimidazolidinium methylsulfate). Isolated yield 93.4%. As a reaction SMILES: [CH3:1][N:2]1[CH2:6][CH2:5][N:4]([CH3:7])[C:3]1(Cl)[Cl:8].[CH3:10][O:11][S:12]([O-:15])(=[O:14])=[O:13].[Na+]>C(#N)C>[CH3:10][O:11][S:12]([O-:15])(=[O:14])=[O:13].[CH3:1][NH+:2]1[CH2:6][CH2:5][N:4]([CH3:7])[CH:3]1[Cl:8] |f:1.2,4.5|. Reported procedure: 3.00 g (17.75 mmol) of 1,3-dimethyl-2,2-dichloroimidazolidine and 2.38 g (17.75 mmol) of sodium methylsulfate are mixed with 20 ml of dry acetonitrile. The reaction mixture is stirred for 5 hours at room temperature, and the precipitate NaCl is filtered off. The solvent is distilled off, and the residue is dried for 1 hour under a reduced pressure of 7 Pa and at 50° C., giving 4.09 g of 1,3-dimethyl-2-chloroimidazolidinium methylsulfate as a viscous material, corresponding to a yield of 94.2%. The reactants are OC1=CC2=C(N=C(S2)S(=O)(=O)N)C=C1 (6-hydroxy-2-benzothiazolesulfonamide), C(C)OC(=O)Cl (ethylchloroformate), Cl (hydrochloric acid). The reagents and catalysts are CN(C1=CC=NC=C1)C (4-dimethylaminopyridine). The solvent is N1=CC=CC=C1 (pyridine). Reaction conditions: temperature 25 celsius, time 2 hour. Product: CCOC(=O)OC1=CC2=C(C=C1)N=C(S2)S(=O)(=O)N (ethyl(2-sulfamoyl-6-benzothiazolyl)carbonate). RXN SMILES: [OH:1][C:2]1[CH:14]=[CH:13][C:5]2[N:6]=[C:7]([S:9]([NH2:12])(=[O:11])=[O:10])[S:8][C:4]=2[CH:3]=1.[CH2:15]([O:17][C:18](Cl)=[O:19])[CH3:16].Cl>CN(C)C1C=CN=CC=1.N1C=CC=CC=1>[CH3:16][CH2:15][O:17][C:18]([O:1][C:2]1[CH:14]=[CH:13][C:5]2[N:6]=[C:7]([S:9]([NH2:12])(=[O:11])=[O:10])[S:8][C:4]=2[CH:3]=1)=[O:19]. Procedure details: To a stirred solution of 6-hydroxy-2-benzothiazolesulfonamide (3.45 g 0.015 mole) and 4-dimethylaminopyridine (200 mg) in pyridine (25 ml) was added ethylchloroformate (1.9 ml). The reaction mixture was stirred at 25° C. for 2 hours, poured into ice and excess hydrochloric acid, extracted with ethyl acetate, washed with water, dried over magnesium sulfate and chromatographed after evaporation of the solvent on silica (150 g, 70-230 mesh) eluting with ethyl acetate-hexane 1:1 (v/v) to obtain 1.3 ...